From a dataset of the Open Reaction Database (ORD), a public repository of structured organic reaction records. describe an organic reaction: reactants, conditions, products, and yield Reactants: CCO, COCCc1c[nH]c2nccc(Oc3ccc(NC(C)=O)cc3F)c12, [Na+], [OH-]. The product is COCCc1c[nH]c2nccc(Oc3ccc(N)cc3F)c12. As a reaction SMILES: [CH3:28][CH2:29][OH:30].[F:1][c:2]1[cH:3][c:4]([NH:22][C:23](=[O:24])[CH3:25])[cH:5][cH:6][c:7]1[O:8][c:9]1[c:10]2[c:11]([n:12][cH:13][cH:14]1)[nH:15][cH:16][c:17]2[CH2:18][CH2:19][O:20][CH3:21].[Na+:27].[OH-:26]>>[F:1][c:2]1[cH:3][c:4]([NH2:22])[cH:5][cH:6][c:7]1[O:8][c:9]1[c:10]2[c:11]([n:12][cH:13][cH:14]1)[nH:15][cH:16][c:17]2[CH2:18][CH2:19][O:20][CH3:21]. Starting materials: [Cu]C#N (copper (I) cyanide), BrC1=NC=C(C=C1Br)Cl (2,3-dibromo-5-chloropyridine), C(CC)#N (propionitrile). Yields the product BrC=1C(=NC=C(C1)Cl)C#N (3-Bromo-5-chloropicolinonitrile). Isolated yield 83.2%. RXN SMILES: [Cu][C:2]#[N:3].Br[C:5]1[C:10]([Br:11])=[CH:9][C:8]([Cl:12])=[CH:7][N:6]=1.C(#N)CC>>[Br:11][C:10]1[C:5]([C:2]#[N:3])=[N:6][CH:7]=[C:8]([Cl:12])[CH:9]=1. Reported procedure: A microwave vial was charged with copper (I) cyanide (1.089 g, 12.16 mmol), 2,3-dibromo-5-chloropyridine (3 g, 11.06 mmol), and propionitrile (15 mL). The vial was capped and irradiated in a microwave reactor at 150° C. for 2.5 hours. The solution was concentrated, diluted with DCM (25 mL), and filtered. The filtrate was concentrated, and the residue was purified by silica gel chromatography, eluting with 0-30% EtOAc in heptanes, to afford the title compound (2 g, 9.20 mmol). MS m/z=219 (M+H). The reactants are C(C)OC(C(Cl)(C(C)C)C1=CC=CC=C1)=O (phenyl-isopropyl-chloroacetic acid ethyl ester), N1C=NC=C1 (imidazole). Run in C(C)#N (acetonitrile). The product is C(C)OC(C(C=1NC=CN1)(C(C)C)C1=CC=CC=C1)=O (phenyl-isopropyl-imidazolyl-acetic acid ethyl ester). RXN SMILES: [CH2:1]([O:3][C:4](=[O:16])[C:5]([C:10]1[CH:15]=[CH:14][CH:13]=[CH:12][CH:11]=1)([CH:7]([CH3:9])[CH3:8])Cl)[CH3:2].[NH:17]1[CH:21]=[CH:20][N:19]=[CH:18]1>C(#N)C>[CH2:1]([O:3][C:4](=[O:16])[C:5]([C:10]1[CH:15]=[CH:14][CH:13]=[CH:12][CH:11]=1)([CH:7]([CH3:9])[CH3:8])[C:18]1[NH:17][CH:21]=[CH:20][N:19]=1)[CH3:2]. Procedure details: 12 g (0.05 mole) phenyl-isopropyl-chloroacetic acid ethyl ester (b.p. 95°C./0.3 mm Hg) are heated with 10 g imidazole and 100 ml acetonitrile at boiling temperature for 18 hours. After distilling off the solvent in a vacuum, 50 ml of water are added and the mixture is extracted by shaking with methylene chloride. The methylene chloride is dried and distilled off in a vacuum. The phenyl-isopropyl-imidazolyl-acetic acid ethyl ester is thus obtained in the form of an oil. Reagents/catalysts: CCN=P(N=P(N(C)C)(N(C)C)N(C)C)(N(C)C)N(C)C (P2-Et), CN(C)c1ccc([PH](C(C)(C)C)(C(C)(C)C)[Pd]2(OS(C)(=O)=O)Nc3ccccc3-c3ccccc32)cc1 (Aphos G3). Run at time 22 hour. Reactants: Brc1nc(cs1)C(=O)Nc2ccccc2N3CCNCC3, CC1(C)OB(OC1(C)C)c2cn(c3ncccc23)S(=O)(=O)c4ccccc4. The solvent is CS(C)=O (DMSO), O (water), CS(C)=O (DMSO), CS(C)=O (DMSO), CS(C)=O (DMSO). The product is O=C(Nc1ccccc1N2CCNCC2)c3csc(n3)c4cn(c5ncccc45)S(=O)(=O)c6ccccc6, Brc1nc(cs1)C(=O)Nc2ccccc2N3CCNCC3, c1ccc(-c2ccccc2)cc1. Reactants: Cl.C(C1=CN=CC=C1)(=O)Cl (Nicotinic chloride hydrochloride), C(C)OC(CC(C)C)=O (isovaleric acid ethyl ester), C(C)(C)NC(C)C (diisopropylamine), C(CCC)[Li] (butyllithium). Yields the product C(C)OC(C(C(C)C)C(C1=CN=CC=C1)=O)=O (2-Nicotinoylisovaleric acid ethyl ester). Isolated yield 44.0%. RXN SMILES: Cl.[C:2](Cl)(=[O:9])[C:3]1[CH:8]=[CH:7][CH:6]=[N:5][CH:4]=1.[CH2:11]([O:13][C:14](=[O:19])[CH2:15][CH:16]([CH3:18])[CH3:17])[CH3:12].C(NC(C)C)(C)C.C([Li])CCC>>[CH2:11]([O:13][C:14](=[O:19])[CH:15]([C:2](=[O:9])[C:3]1[CH:8]=[CH:7][CH:6]=[N:5][CH:4]=1)[CH:16]([CH3:18])[CH3:17])[CH3:12] |f:0.1|. Procedure: Nicotinic chloride hydrochloride (0.9 g), isovaleric acid ethyl ester (2.3 ml), diisopropylamine (2.1 ml) and butyllithium (1.6M hexane solution, 9.4 ml) were subjected to reaction and post-treatment in a similar manner to that described in Reference example 8(a) to obtain the title compound (0.78 g, 44%) as a colorless liquid. The reactants are N(=NC(=O)OCC)C(=O)OCC (diethyl azodicarboxylate), FC1=C(C(=O)OC)C=CC(=C1F)O (methyl 2,3-difluoro-4-hydroxybenzoate), F[C@H](CO)CCCCCC ((S)-2-fluorooctan-1-ol), C1(=CC=CC=C1)P(C1=CC=CC=C1)C1=CC=CC=C1 (triphenylphosphine). Solvent: O1CCCC1 (tetrahydrofuran). Product: FC1=C(C(=O)O)C=CC(=C1F)OCC(CCCCCC)F (2,3-Difluoro-4-(2-fluorooctyloxy)benzoic acid). As a reaction SMILES: [F:1][C:2]1[C:11]([F:12])=[C:10]([OH:13])[CH:9]=[CH:8][C:3]=1[C:4]([O:6]C)=[O:5].[F:14][C@@H:15]([CH2:18][CH2:19][CH2:20][CH2:21][CH2:22][CH3:23])[CH2:16]O.C1(P(C2C=CC=CC=2)C2C=CC=CC=2)C=CC=CC=1.N(C(OCC)=O)=NC(OCC)=O>O1CCCC1>[F:1][C:2]1[C:11]([F:12])=[C:10]([O:13][CH2:16][CH:15]([F:14])[CH2:18][CH2:19][CH2:20][CH2:21][CH2:22][CH3:23])[CH:9]=[CH:8][C:3]=1[C:4]([OH:6])=[O:5]. Reported procedure: 0.05 mol of methyl 2,3-difluoro-4-hydroxybenzoate, 0.05 mol of (S)-2-fluorooctan-1-ol and 0.06 mol of triphenylphosphine are dissolved in 125 ml of tetrahydrofuran, and 0.06 mol of diethyl azodicarboxylate is added dropwise with stirring and ice cooling. The mixture is allowed to warm to room temperature and is stirred for a further 8 hours. The solvent is then removed by distillation, and the methyl 2,3-difluoro-4-(2-fluorooctyloxy)benzoate is purified by column chromatography. 2,3-Difluoro-4-(... Reactants: SC(C(P(O)(O)=O)P(O)(O)=O)CCCC1=CC(=CC=C1)[N+](=O)[O-] ([2-Mercapto-5-(3-nitrophenyl)pentylidene]bis[phosphonic acid]). The reagents and catalysts are O=[Pt]=O (PtO2). The solvent is O (water). Product: SC(C(P(O)(O)=O)P(O)(O)=O)CCCC1=CC(=CC=C1)N ([2-mercapto-5-(3-aminophenyl)pentylidene]-bis[phosphonic acid]). Reaction SMILES: [SH:1][CH:2]([CH2:12][CH2:13][CH2:14][C:15]1[CH:20]=[CH:19][CH:18]=[C:17]([N+:21]([O-])=O)[CH:16]=1)[CH:3]([P:8](=[O:11])([OH:10])[OH:9])[P:4](=[O:7])([OH:6])[OH:5]>O=[Pt]=O.O>[SH:1][CH:2]([CH2:12][CH2:13][CH2:14][C:15]1[CH:20]=[CH:19][CH:18]=[C:17]([NH2:21])[CH:16]=1)[CH:3]([P:4](=[O:5])([OH:6])[OH:7])[P:8](=[O:9])([OH:10])[OH:11]. Procedure details: [2-Mercapto-5-(3-nitrophenyl)pentylidene]bis[phosphonic acid] (0.25 mmol), distilled water (75 ml) and PtO2 (0.20 mg) are placed in a 500 ml Parr hydrogenation bottle. The mixture is hydrogenated at room temperature (40 psi) for 6 hours. The solution is filtered through celite and concentrated under reduced pressure. The resultant solid is triturated in acetone and then further dried overnight in a vacuum desiccator.